From a dataset of the Open Reaction Database (ORD), a public repository of structured organic reaction records. describe an organic reaction: reactants, conditions, products, and yield Reactants: NC=1NC(C(=C(N1)C(C#N)CC=1OC=CC1)[N+](=O)[O-])=O (2-Amino-α-(2-Furanylmethyl)-1,6-dihydro-5-nitro-6-oxo-4-pyrimidineacetonitrile), S(=O)([O-])S(=O)[O-].[Na+].[Na+] (sodium dithionite), Cl (HCl). The solvent is [OH-].[Na+] (NaOH). Run at temperature 90 celsius. Product: NC=1NC(C2=C(N1)C(=C(N2)N)CC=2OC=CC2)=O (2,6-Diamino-3,5-dihydro-7-(2-furanylmethyl)-4H-pyrrolo [3,2-d]pyrimidin-4-one). As a reaction SMILES: [NH2:1][C:2]1[NH:3][C:4](=[O:20])[C:5]([N+:17]([O-])=O)=[C:6]([CH:8]([CH2:11][C:12]2[O:13][CH:14]=[CH:15][CH:16]=2)[C:9]#[N:10])[N:7]=1.S(S([O-])=O)([O-])=O.[Na+].[Na+].Cl>[OH-].[Na+]>[NH2:1][C:2]1[NH:3][C:4](=[O:20])[C:5]2[NH:17][C:9]([NH2:10])=[C:8]([CH2:11][C:12]3[O:13][CH:14]=[CH:15][CH:16]=3)[C:6]=2[N:7]=1 |f:1.2.3,5.6|. Procedure details: To a solution of 2-Amino-α-(2-Furanylmethyl)-1,6-dihydro-5-nitro-6-oxo-4-pyrimidineacetonitrile (4.0 g) in 1N NaOH (250 mL) is added sodium dithionite (16 g) and the reaction mixture is heated at 90° C. for 30 min. The reaction mixture is cooled in an ice bath and neutralized with 4N HCl. The resulting precipitate is collected by filtration and purified by a series of acid/base reprecipitations. First the product is reprecipitated from 1N NaOH by acidifying (pH 2) with a saturated solution of ox... The reactants are FC1=CC=C(C=C1)C1=CC(=NN1C1=CC=CC=C1)CCC=O (3-(5-(4-fluorophenyl)-1-phenyl-1H-pyrazol-3-yl)-propanal), [BH-](OC(=O)C)(OC(=O)C)OC(=O)C.[Na+] (NaBH(OAc)3), FC1=C(C=CC=C1)N1CCNCC1 (1-(2-fluorophenyl)piperazine), CCN(C(C)C)C(C)C (DIPEA). The product is FC1=C(C=CC=C1)N1CCN(CC1)CCCC1=NN(C(=C1)C1=CC=C(C=C1)F)C1=CC=CC=C1 (1-(2-fluorophenyl)-4-(3-(5-(4-fluorophenyl)-1-phenyl-1H-pyrazol-3-yl)propyl)piperazine). As a reaction SMILES: [F:1][C:2]1[CH:7]=[CH:6][C:5]([C:8]2[N:12]([C:13]3[CH:18]=[CH:17][CH:16]=[CH:15][CH:14]=3)[N:11]=[C:10]([CH2:19][CH2:20][CH:21]=O)[CH:9]=2)=[CH:4][CH:3]=1.[F:23][C:24]1[CH:29]=[CH:28][CH:27]=[CH:26][C:25]=1[N:30]1[CH2:35][CH2:34][NH:33][CH2:32][CH2:31]1.CCN(C(C)C)C(C)C.[BH-](OC(C)=O)(OC(C)=O)OC(C)=O.[Na+]>>[F:23][C:24]1[CH:29]=[CH:28][CH:27]=[CH:26][C:25]=1[N:30]1[CH2:35][CH2:34][N:33]([CH2:21][CH2:20][CH2:19][C:10]2[CH:9]=[C:8]([C:5]3[CH:6]=[CH:7][C:2]([F:1])=[CH:3][CH:4]=3)[N:12]([C:13]3[CH:18]=[CH:17][CH:16]=[CH:15][CH:14]=3)[N:11]=2)[CH2:32][CH2:31]1 |f:3.4|. Reported procedure: 57 mg (70%) of target compound was obtained by using a method same as in Example 1 by using 3-(5-(4-fluorophenyl)-1-phenyl-1H-pyrazol-3-yl)-propanal (55 mg, 0.187 mmol), 1-(2-fluorophenyl)piperazine (0.027 mL, 0.170 mmol), DIPEA (0.030 mL, 0.170 mmol) and NaBH(OAc)3 (108 mg, 0.510 mmol). The reactants are CC(C)(C)OC(N(CC=1C=NC=CC1)C=1C=NC=C(C1)C(=O)N1CCC(CC1)C1=CC(=CC=C1)CN(C(=O)OC(C)(C)C)C(=O)OC(C)(C)C)=O ({5-[1-(4-{3-[N,N-Bis-(tert-butoxycarbonyl)amino-methyl]-phenyl}-piperidin-1-yl)-methanoyl]-pyridin-3-yl}-pyridin-3-ylmethyl-carbamic acid dimethyl-ethyl ester), Cl (HCl), C(C)(C)O (isopropanol), CCOCC (ether). Solvent: CO (methyl alcohol). Reaction conditions: time 75 minute. Yields the product Cl.Cl.Cl.Cl.NCC=1C=C(C=CC1)C1CCN(CC1)C(=O)C=1C=NC=C(C1)NCC=1C=NC=CC1 (1-[4-(3-aminomethyl-phenyl)-piperidin-1-yl]-1-{5-[(pyridin-3-ylmethyl)-amino]-pyridin-3-yl}-methanone tetrahydrochloride). RXN SMILES: CC(OC(=O)[N:7]([C:15]1[CH:16]=[N:17][CH:18]=[C:19]([C:21]([N:23]2[CH2:28][CH2:27][CH:26]([C:29]3[CH:34]=[CH:33][CH:32]=[C:31]([CH2:35][N:36](C(OC(C)(C)C)=O)C(OC(C)(C)C)=O)[CH:30]=3)[CH2:25][CH2:24]2)=[O:22])[CH:20]=1)[CH2:8][C:9]1[CH:10]=[N:11][CH:12]=[CH:13][CH:14]=1)(C)C.[ClH:52].C(O)(C)C.CCOCC>CO>[ClH:52].[ClH:52].[ClH:52].[ClH:52].[NH2:36][CH2:35][C:31]1[CH:30]=[C:29]([CH:26]2[CH2:27][CH2:28][N:23]([C:21]([C:19]3[CH:18]=[N:17][CH:16]=[C:15]([NH:7][CH2:8][C:9]4[CH:10]=[N:11][CH:12]=[CH:13][CH:14]=4)[CH:20]=3)=[O:22])[CH2:24][CH2:25]2)[CH:34]=[CH:33][CH:32]=1 |f:5.6.7.8.9|. Reported procedure: {5-[1-(4-{3-[N,N-Bis-(tert-butoxycarbonyl)amino-methyl]-phenyl}-piperidin-1-yl)-methanoyl]-pyridin-3-yl}-pyridin-3-ylmethyl-carbamic acid dimethyl-ethyl ester (0.0250 g, 0.0356 mmol) was treated with 5-6 M HCl in isopropanol (1.0 mL, 8.0 mmol) and stirred at ambient temperature. After 90 minutes the reaction mixture was diluted with methyl alcohol (0.5 mL) and stirring was continued for an additional 75 minutes. Dripping the reaction solution into ether (40 mL) with vigorous stirring afforded a ... Yields the product OCC(O)C(O)C(O)C(O)CO. Reactants: [H][H], O=CC(O)C(O)C(O)C(O)CO. RXN SMILES: [H:1][H:2].[O:3]=[CH:4][CH:5]([OH:6])[CH:7]([OH:8])[CH:9]([OH:10])[CH:11]([OH:12])[CH2:13][OH:14]>>[OH:3][CH2:4][CH:5]([OH:6])[CH:7]([OH:8])[CH:9]([OH:10])[CH:11]([OH:12])[CH2:13][OH:14]. Reactants: CC(=O)Nc1ccc(C(=O)C(C)=NO)cc1, CO, CC(=O)O, NNC(N)=S, O. Yields the product CC(=O)Nc1ccc(C(=NNC(N)=S)C(C)=NO)cc1. RXN SMILES: [C:1]([CH3:2])(=[O:3])[NH:4][c:5]1[cH:6][cH:7][c:8]([C:11]([C:12]([CH3:13])=[N:14][OH:15])=[O:16])[cH:9][cH:10]1.[CH3:22][OH:23].[CH3:25][C:26](=[O:27])[OH:28].[NH2:17][NH:18][C:19](=[S:20])[NH2:21].[OH2:24]>>[C:1]([CH3:2])(=[O:3])[NH:4][c:5]1[cH:6][cH:7][c:8]([C:11]([C:12]([CH3:13])=[N:14][OH:15])=[N:17][NH:18][C:19](=[S:20])[NH2:21])[cH:9][cH:10]1. Starting materials: I(=O)(=O)C1=C(C(=O)O)C=CC=C1 (o-iodoxybenzoic acid), FC1=CC=C(C=C1)CCO (2-(4-fluorophenyl)ethanol), O (Water). Run in CS(=O)C (methyl sulfoxide). Run at time 3 hour. Yields the product FC1=CC=C(C=C1)CC=O (2-(4-fluorophenyl) ethanal). Reaction SMILES: I(C1C=CC=CC=1C(O)=O)(=O)=O.[F:13][C:14]1[CH:19]=[CH:18][C:17]([CH2:20][CH2:21][OH:22])=[CH:16][CH:15]=1.O>CS(C)=O>[F:13][C:14]1[CH:19]=[CH:18][C:17]([CH2:20][CH:21]=[O:22])=[CH:16][CH:15]=1. Procedure details: To a solution of 672 mg of o-iodoxybenzoic acid in methyl sulfoxide (5 mL) was added 250 μL of 2-(4-fluorophenyl)ethanol and stirring was continued for 3 h. Water (20 mL) was added and the reaction mixture filtered, the filtrate was extracted with ether (3×20 mL), washed with brine (10 mL), dried over magnesium sulfate, and concentrated to give 2-(4-fluorophenyl) ethanal as an unstable oil. The material was immediately dissolved in acetonitrile (3.5 mL) at 0° C. and 264 μL of bromotrimethylsilan...